The task is: describe an organic reaction: reactants, conditions, products, and yield. This data is from the Open Reaction Database (ORD), a public repository of structured organic reaction records. The reactants are O=C(OCc1ccccc1)C1CC2CCC(=O)N2C1=O, [H][H], C1COCCO1. Yields the product O=C(O)C1CC2CCC(=O)N2C1=O. Reaction SMILES: [CH2:1]([c:2]1[cH:3][cH:4][cH:5][cH:6][cH:7]1)[O:8][C:9](=[O:10])[CH:11]1[CH2:12][CH:13]2[CH2:14][CH2:15][C:16](=[O:20])[N:17]2[C:18]1=[O:19].[H:21][H:22].[O:23]1[CH2:24][CH2:25][O:26][CH2:27][CH2:28]1>>[O:8]=[C:9]([OH:10])[CH:11]1[CH2:12][CH:13]2[CH2:14][CH2:15][C:16](=[O:20])[N:17]2[C:18]1=[O:19]. Reactants: COC(CCN1C(N(C2=C1C=CC=C2)CC=2C1=C(SC2)C=CC=C1C)=O)=O (3-[3-(4-Methyl-benzo[b]thiophen-3-ylmethyl)-2-oxo-2,3-dihydro-benzimidazol-1-yl]-propionic acid methyl ester), Cl (HCl), O.[OH-].[Li+] (Lithium hydroxide monohydrate). Solvent: CO (methanol), O (water), O (water). Run at time 2 hour. Yields the product CC1=CC=CC=2SC=C(C21)CN2C(N(C1=C2C=CC=C1)CCC(=O)O)=O (3-[3-(4-Methyl-benzo[b]thiophen-3-ylmethyl)-2-oxo-2,3-dihydro-benzimidazol-1-yl]-propionic acid). Isolated yield 95.5%. Reaction SMILES: O.[OH-].[Li+].C[O:5][C:6](=[O:30])[CH2:7][CH2:8][N:9]1[C:13]2[CH:14]=[CH:15][CH:16]=[CH:17][C:12]=2[N:11]([CH2:18][C:19]2[C:20]3[C:27]([CH3:28])=[CH:26][CH:25]=[CH:24][C:21]=3[S:22][CH:23]=2)[C:10]1=[O:29].Cl>O.CO>[CH3:28][C:27]1[C:20]2[C:19]([CH2:18][N:11]3[C:12]4[CH:17]=[CH:16][CH:15]=[CH:14][C:13]=4[N:9]([CH2:8][CH2:7][C:6]([OH:30])=[O:5])[C:10]3=[O:29])=[CH:23][S:22][C:21]=2[CH:24]=[CH:25][CH:26]=1 |f:0.1.2|. Procedure details: Lithium hydroxide monohydrate (99 mg, 2.4 mmol) is dissolved in water (12 mL) and this solution is added into 3-[3-(4-Methyl-benzo[b]thiophen-3-ylmethyl)-2-oxo-2,3-dihydro-benzimidazol-1-yl]-propionic acid methyl ester (600 mg, 1.6 mmol) in methanol (12 mL) at room temperature. The mixture is stirred for 2 hr and then 1.0 M HCl aqueous solution (3 mL) is added along with water (100 mL). Then the mixture is extracted with EtOAc (3×100 mL) and the organic layers are combined, dried over MgSO4 and ...